From a dataset of the Open Reaction Database (ORD), a public repository of structured organic reaction records. describe an organic reaction: reactants, conditions, products, and yield Run in C1CCOC1 (THF), C1CCOC1 (THF). The yield is 76.9%. The product is C(CCCC)[Si@@H]1CC[C@H](CC1)CC[C@@H]1CC[C@H](CC1)C1=CC=C(C=C1)C1=CC(=C(C=C1)F)F (4-(trans-4-(2-(trans-4-n-pentyl-4-silacyclohexyl)ethyl)cyclohexyl)-3',4'-difluorobiphenyl). Reported procedure: 26.9 g (0.1 mol) of 4-bromo-3',4'-difluorobiphenyl was dripped into a mixture of 2.5 g (0.11 mol) of magnesium and 300 ml of THF to obtain a Grignard's reagent. This solution was then dripped into a 500 ml THF solution of 0.5 g of copper (I) chloride and 35.9 g (0.1 mol) of 4-(2-(trans-4-n-pentyl-4-silacyclohexyl)ethyl)cyclohexyl bromide. After a conventional after treatment, 4-(trans-4-(2-(trans-4-n-pentyl-4-silacyclohexyl)ethyl)cyclohexyl)-3',4'-difluorobiphenyl was obtained. The silacyclohexa... Starting materials: BrC1=CC=C(C=C1)C1=CC(=C(C=C1)F)F (4-bromo-3',4'-difluorobiphenyl), [Mg] (magnesium), C(CCCC)[Si@@H]1CC[C@H](CC1)CCC1CCC(CC1)Br (4-(2-(trans-4-n-pentyl-4-silacyclohexyl)ethyl)cyclohexyl bromide). The reagents and catalysts are [Cu]Cl (copper (I) chloride). As a reaction SMILES: Br[C:2]1[CH:7]=[CH:6][C:5]([C:8]2[CH:13]=[CH:12][C:11]([F:14])=[C:10]([F:15])[CH:9]=2)=[CH:4][CH:3]=1.[Mg].[CH2:17]([Si@H:22]1[CH2:27][CH2:26][C@H:25]([CH2:28][CH2:29][CH:30]2[CH2:35][CH2:34][CH:33](Br)[CH2:32][CH2:31]2)[CH2:24][CH2:23]1)[CH2:18][CH2:19][CH2:20][CH3:21]>[Cu]Cl.C1COCC1>[CH2:17]([Si@H:22]1[CH2:23][CH2:24][C@H:25]([CH2:28][CH2:29][C@H:30]2[CH2:35][CH2:34][C@H:33]([C:2]3[CH:7]=[CH:6][C:5]([C:8]4[CH:13]=[CH:12][C:11]([F:14])=[C:10]([F:15])[CH:9]=4)=[CH:4][CH:3]=3)[CH2:32][CH2:31]2)[CH2:26][CH2:27]1)[CH2:18][CH2:19][CH2:20][CH3:21]. The reactants are C(C)(C)(C)OC(=O)N1CCC(CC1)CCCN1C(=NC2=C(C=CC=C2C1=O)OC)CBr (4-[3-(2-bromomethyl-8-methoxy-4-oxo-4H-quinazolin-3-yl)-propyl]-piperidine-1-carboxylic acid tert-butyl ester), SC=1SC(=NN1)C (2-mercapto-5-methyl-1,3,4-thiadiazole), C([O-])([O-])=O.[K+].[K+] (potassium carbonate). Run in CN(C)C=O (DMF), CCOC(=O)C (EtOAc). Conditions: temperature 50 celsius, time 17 hour. The product is C(C)(C)(C)OC(=O)N1CCC(CC1)CCCN1C(=NC2=C(C=CC=C2C1=O)OC)CSC=1SC(=NN1)C (4-{3-[8-methoxy-2-(5-methyl-[1,3,4]thiadiazol-2-ylsulfanylmethyl)-4-oxo-4H-quinazolin-3-yl]-propyl}-piperidin-1 -carboxylic acid tert-butyl ester). Reaction SMILES: [C:1]([O:5][C:6]([N:8]1[CH2:13][CH2:12][CH:11]([CH2:14][CH2:15][CH2:16][N:17]2[C:26](=[O:27])[C:25]3[C:20](=[C:21]([O:28][CH3:29])[CH:22]=[CH:23][CH:24]=3)[N:19]=[C:18]2[CH2:30]Br)[CH2:10][CH2:9]1)=[O:7])([CH3:4])([CH3:3])[CH3:2].[SH:32][C:33]1[S:34][C:35]([CH3:38])=[N:36][N:37]=1.C(=O)([O-])[O-].[K+].[K+]>CN(C=O)C.CCOC(C)=O>[C:1]([O:5][C:6]([N:8]1[CH2:13][CH2:12][CH:11]([CH2:14][CH2:15][CH2:16][N:17]2[C:26](=[O:27])[C:25]3[C:20](=[C:21]([O:28][CH3:29])[CH:22]=[CH:23][CH:24]=3)[N:19]=[C:18]2[CH2:30][S:32][C:33]2[S:34][C:35]([CH3:38])=[N:36][N:37]=2)[CH2:10][CH2:9]1)=[O:7])([CH3:4])([CH3:3])[CH3:2] |f:2.3.4|. Procedure details: A mixture of the product from Step A (137 mg, 0.28 mmol), 2-mercapto-5-methyl-1,3,4-thiadiazole (37 mg, 0.28 mmol), and potassium carbonate (77 mg, 0.56 mmol) in DMF (15 mL) was stirred at 50° C. for 17 h. The reaction mixture was cooled to room temperature and diluted with EtOAc. The organic solution was washed with sat'd aq NaHCO3, sat'd aq NaCl, dried and concentrated. The crude residue was purified using SiO2-gel chromatography using 50% EtOAc/hexanes to yield the desired product as a yellow...